From a dataset of the Open Reaction Database (ORD), a public repository of structured organic reaction records. describe an organic reaction: reactants, conditions, products, and yield The reactants are COc1cc(C#N)ccc1C=CC(=O)OC(C)(C)C, CC[N+](CC)(CC)Cc1ccccc1, C1CCOC1, [Cl-], [O-][I+3]([O-])([O-])[O-], [Na+], O, O. The product is COc1cc(C#N)ccc1C=O. Reaction SMILES: [C:7](#[N:8])[c:9]1[cH:10][c:11]([O:24][CH3:25])[c:12]([CH:15]=[CH:16][C:17]([O:18][C:19]([CH3:20])([CH3:21])[CH3:22])=[O:23])[cH:13][cH:14]1.[CH2:28]([N+:29]([CH2:30][CH3:31])([CH2:32][CH3:33])[CH2:34][CH3:35])[c:36]1[cH:37][cH:38][cH:39][cH:40][cH:41]1.[CH2:43]1[O:44][CH2:45][CH2:46][CH2:47]1.[Cl-:27].[I+3:1]([O-:2])([O-:3])([O-:4])[O-:5].[Na+:6].[OH2:26].[OH2:42]>>[C:7](#[N:8])[c:9]1[cH:10][c:11]([O:24][CH3:25])[c:12]([CH:15]=[O:26])[cH:13][cH:14]1. Starting materials: NC=1N(C(C(=C(N1)C(=O)OC)OCC1=CC=CC=C1)=O)C (methyl 2-amino-5-(benzyloxy)-1-methyl-6-oxo-1,6-dihydropyrimidine-4-carboxylate), CN (methylamine), C1CCOC1 (THF). Conditions: temperature 140 celsius. Yields the product CNC(=O)C=1N=C(N(C(C1OCC1=CC=CC=C1)=O)C)N (2-amino-5-benzyloxy-1-methyl-6-oxo-1,6-dihydro-pyrimidine-4-carboxylic acid methylamide). The yield is 100.0%. As a reaction SMILES: [NH2:1][C:2]1[N:3]([CH3:21])[C:4](=[O:20])[C:5]([O:12][CH2:13][C:14]2[CH:19]=[CH:18][CH:17]=[CH:16][CH:15]=2)=[C:6]([C:8]([O:10]C)=O)[N:7]=1.[CH3:22][NH2:23].C1COCC1>>[CH3:22][NH:23][C:8]([C:6]1[N:7]=[C:2]([NH2:1])[N:3]([CH3:21])[C:4](=[O:20])[C:5]=1[O:12][CH2:13][C:14]1[CH:19]=[CH:18][CH:17]=[CH:16][CH:15]=1)=[O:10]. Procedure: To a mixture of methyl 2-amino-5-(benzyloxy)-1-methyl-6-oxo-1,6-dihydropyrimidine-4-carboxylate (0.907 g, 3.14 mmol, Eq: 1.00), methylamine 2M in THF (12 ml, 24.0 mmol) was added. The mixture was heated in a microwave oven at 140° C. for 2 h. The crude reaction mixture was concentrated in vacuo to give the title product as an off-white solid (0.90 g; 100%). LCMS: m/z=289 (MH+).